From a dataset of the Open Reaction Database (ORD), a public repository of structured organic reaction records. describe an organic reaction: reactants, conditions, products, and yield The reactants are CS(=O)(=O)N1CCNC(C(=O)NOC2CCCCO2)C1, O=S(=O)(Cl)C=Cc1ccccc1. Yields the product CS(=O)(=O)N1CCN(S(=O)(=O)C=Cc2ccccc2)C(C(=O)NOC2CCCCO2)C1. RXN SMILES: [CH3:1][S:2](=[O:3])(=[O:4])[N:5]1[CH2:6][CH:7]([C:11](=[O:12])[NH:13][O:14][CH:15]2[O:16][CH2:17][CH2:18][CH2:19][CH2:20]2)[NH:8][CH2:9][CH2:10]1.[CH:21](=[CH:22][c:23]1[cH:24][cH:25][cH:26][cH:27][cH:28]1)[S:29](=[O:30])(=[O:31])[Cl:32]>>[CH3:1][S:2](=[O:3])(=[O:4])[N:5]1[CH2:6][CH:7]([C:11](=[O:12])[NH:13][O:14][CH:15]2[O:16][CH2:17][CH2:18][CH2:19][CH2:20]2)[N:8]([S:29]([CH:21]=[CH:22][c:23]2[cH:24][cH:25][cH:26][cH:27][cH:28]2)(=[O:30])=[O:31])[CH2:9][CH2:10]1. The reactants are CC(C)(C)OC(=O)N1CCCC(Nc2ncc(CO)cc2Cl)C1, ClC(Cl)Cl, O=[Mn]=O. As a reaction SMILES: [Cl:1][c:2]1[c:3]([NH:10][CH:11]2[CH2:12][N:13]([C:17](=[O:18])[O:19][C:20]([CH3:21])([CH3:22])[CH3:23])[CH2:14][CH2:15][CH2:16]2)[n:4][cH:5][c:6]([CH2:8][OH:9])[cH:7]1.[Cl:24][CH:25]([Cl:26])[Cl:27].[O:28]=[Mn:29]=[O:30]>>[Cl:1][c:2]1[c:3]([NH:10][CH:11]2[CH2:12][N:13]([C:17](=[O:18])[O:19][C:20]([CH3:21])([CH3:22])[CH3:23])[CH2:14][CH2:15][CH2:16]2)[n:4][cH:5][c:6]([CH:8]=[O:9])[cH:7]1. Yields the product CC(C)(C)OC(=O)N1CCCC(Nc2ncc(C=O)cc2Cl)C1. Starting materials: NC=1SC2=C(N1)CCCC2C(=O)OC (methyl 2-amino-4,5,6,7-tetrahydrobenzo[d]thiazole-7-carboxylate), O[Li].O (LiOH.H2O), Cl (HCl). The solvent is C1CCOC1.CO.O (THF MeOH H2O). Run at time 2 hour. The product is NC=1SC2=C(N1)CCCC2C(=O)O (2-Amino-4,5,6,7-tetrahydrobenzo[d]thiazole-7-carboxylic acid). RXN SMILES: [NH2:1][C:2]1[S:3][C:4]2[CH:10]([C:11]([O:13]C)=[O:12])[CH2:9][CH2:8][CH2:7][C:5]=2[N:6]=1.O[Li].O.Cl>C1COCC1.CO.O>[NH2:1][C:2]1[S:3][C:4]2[CH:10]([C:11]([OH:13])=[O:12])[CH2:9][CH2:8][CH2:7][C:5]=2[N:6]=1 |f:1.2,4.5.6|. Procedure details: A mixture of methyl 2-amino-4,5,6,7-tetrahydrobenzo[d]thiazole-7-carboxylate (52 mg, 0.24 mmol) and LiOH.H2O (12 mg, 0.29 mmol) in THF/MeOH/H2O (2.5 mL, 3:1:1) was stirred at RT for 2 h. The mixture was neutralized with aq. HCl and conc. in vacuo. The crude yellow solid was used without any further purification. Starting materials: O=C1CCCCCCC1, CCO, Cl, NO, c1ccncc1. Yields the product ON=C1CCCCCCC1. As a reaction SMILES: [C:1]1(=[O:9])[CH2:2][CH2:3][CH2:4][CH2:5][CH2:6][CH2:7][CH2:8]1.[CH3:19][CH2:20][OH:21].[ClH:10].[NH2:11][OH:12].[cH:13]1[cH:14][cH:15][n:16][cH:17][cH:18]1>>[C:1]1(=[N:11][OH:12])[CH2:2][CH2:3][CH2:4][CH2:5][CH2:6][CH2:7][CH2:8]1. Starting materials: C(O)([O-])=O.[Na+] (sodium hydrogen carbonate), ClC=1C2=C(N=CN1)C=CN2 (4-chloro-5H-pyrrolo[3,2-d]pyrimidine), C(C)(=O)OCCCCBr (4-Bromobutyl acetate), C([O-])([O-])=O.[Cs+].[Cs+] (cesium carbonate). Solvent: CN(C=O)C (N,N-dimethylformamide). Product: C(C)(=O)OCCCCN1C=CC=2N=CN=C(C21)Cl (4-(4-chloro-5H-pyrrolo[3,2-d]pyrimidin-5-yl)butyl acetate). Yield: 81.0%. As a reaction SMILES: [Cl:1][C:2]1[C:3]2[NH:10][CH:9]=[CH:8][C:4]=2[N:5]=[CH:6][N:7]=1.C(=O)([O-])[O-].[Cs+].[Cs+].[C:17]([O:20][CH2:21][CH2:22][CH2:23][CH2:24]Br)(=[O:19])[CH3:18].C(=O)([O-])O.[Na+]>CN(C)C=O>[C:17]([O:20][CH2:21][CH2:22][CH2:23][CH2:24][N:10]1[C:3]2[C:2]([Cl:1])=[N:7][CH:6]=[N:5][C:4]=2[CH:8]=[CH:9]1)(=[O:19])[CH3:18] |f:1.2.3,5.6|. Reported procedure: To a suspension of 4-chloro-5H-pyrrolo[3,2-d]pyrimidine (0.768 g) in N,N-dimethylformamide (10 mL) was added cesium carbonate (2.01 g) under ice-cooling, and the reaction mixture was stirred while warming to room temperature for 15 min. 4-Bromobutyl acetate (1.26 g) was added dropwise to the reaction mixture, and the mixture was stirred at room temperature for 30 hrs. The reaction mixture was poured into 5% aqueous sodium hydrogen carbonate solution (80 mL), and extracted with ethyl acetate (100...